describe an organic reaction: reactants, conditions, products, and yield From a dataset of the Open Reaction Database (ORD), a public repository of structured organic reaction records. Reaction SMILES: [CH3:12][C:13]1([CH3:21])[O:14][C:15](=[O:20])[CH2:16][C:17](=[O:19])[O:18]1.[F:1][c:2]1[c:3]([CH:4]=[O:5])[cH:6][cH:7][cH:8][c:9]1[O:10][CH3:11].[OH2:22]>>[F:1][c:2]1[c:3]([CH:4]=[C:16]2[C:15](=[O:20])[O:14][C:13]([CH3:12])([CH3:21])[O:18][C:17]2=[O:19])[cH:6][cH:7][cH:8][c:9]1[O:10][CH3:11]. The reactants are CC1(C)OC(=O)CC(=O)O1, COc1cccc(C=O)c1F, O. Product: COc1cccc(C=C2C(=O)OC(C)(C)OC2=O)c1F. Reactants: CC(=O)O[BH-](OC(C)=O)OC(C)=O, CCc1nc2c(cnn2CC)c(NC2CCOCC2)c1CN(Cc1ccc(C)c(-c2cccc(C=O)c2)c1)C(=O)C1(C(N)=O)CC1, CN1CCNCC1, CC(=O)O, ClCCl, [Na+]. The product is CCc1nc2c(cnn2CC)c(NC2CCOCC2)c1CN(Cc1ccc(C)c(-c2cccc(CN3CCN(C)CC3)c2)c1)C(=O)C1(C(N)=O)CC1. As a reaction SMILES: [C:54]([O:55][BH-:56]([O:57][C:58](=[O:59])[CH3:60])[O:61][C:62](=[O:63])[CH3:64])(=[O:65])[CH3:66].[CH2:1]([CH3:2])[n:3]1[n:4][cH:5][c:6]2[c:7]1[n:8][c:9]([CH2:45][CH3:46])[c:10]([CH2:19][N:20]([C:21](=[O:22])[C:23]1([C:26](=[O:27])[NH2:28])[CH2:24][CH2:25]1)[CH2:29][c:30]1[cH:31][c:32](-[c:37]3[cH:38][c:39]([CH:43]=[O:44])[cH:40][cH:41][cH:42]3)[c:33]([CH3:36])[cH:34][cH:35]1)[c:11]2[NH:12][CH:13]1[CH2:14][CH2:15][O:16][CH2:17][CH2:18]1.[CH3:47][N:48]1[CH2:49][CH2:50][NH:51][CH2:52][CH2:53]1.[CH3:68][C:69](=[O:70])[OH:71].[Cl:72][CH2:73][Cl:74].[Na+:67]>>[CH2:1]([CH3:2])[n:3]1[n:4][cH:5][c:6]2[c:7]1[n:8][c:9]([CH2:45][CH3:46])[c:10]([CH2:19][N:20]([C:21](=[O:22])[C:23]1([C:26](=[O:27])[NH2:28])[CH2:24][CH2:25]1)[CH2:29][c:30]1[cH:31][c:32](-[c:37]3[cH:38][c:39]([CH2:43][N:51]4[CH2:50][CH2:49][N:48]([CH3:47])[CH2:53][CH2:52]4)[cH:40][cH:41][cH:42]3)[c:33]([CH3:36])[cH:34][cH:35]1)[c:11]2[NH:12][CH:13]1[CH2:14][CH2:15][O:16][CH2:17][CH2:18]1. Reactants: C1CCNCC1, CN(C)CCOc1ccc2[nH]c(C=O)cc2c1, CCO, O=C1Cc2ccc(-c3ccccc3)cc2N1. The product is CN(C)CCOc1ccc2[nH]c(C=C3C(=O)Nc4cc(-c5ccccc5)ccc43)cc2c1. As a reaction SMILES: [CH2:34]1[CH2:35][CH2:36][NH:37][CH2:38][CH2:39]1.[CH3:17][N:18]([CH2:19][CH2:20][O:21][c:22]1[cH:23][c:24]2[cH:25][c:26]([CH:31]=[O:32])[nH:27][c:28]2[cH:29][cH:30]1)[CH3:33].[CH3:40][CH2:41][OH:42].[c:1]1(-[c:7]2[cH:8][cH:9][c:10]3[c:14]([cH:15]2)[NH:13][C:12](=[O:16])[CH2:11]3)[cH:2][cH:3][cH:4][cH:5][cH:6]1>>[c:1]1(-[c:7]2[cH:8][cH:9][c:10]3[c:14]([cH:15]2)[NH:13][C:12](=[O:16])[C:11]3=[CH:31][c:26]2[cH:25][c:24]3[cH:23][c:22]([O:21][CH2:20][CH2:19][N:18]([CH3:17])[CH3:33])[cH:30][cH:29][c:28]3[nH:27]2)[cH:2][cH:3][cH:4][cH:5][cH:6]1. Reactants: C(CCC)OCCOC1=CC=C(C=C1)C=1C=CC2=C(C=C(CCN2C(C(F)(F)F)=O)C(=O)NC2=CC(=C(C=C2)C(C2=[N+](C=CC=C2)[O-])O)OC)C1 (7-[4-(2-butoxyethoxy)phenyl]-N-[4-[hydroxy(1-oxidopyridin-2-yl)methyl]-3-methoxyphenyl]-1-trifluoroacetyl-2,3-dihydro-1H-1-benzazepine-4-carboxamide), [BH4-].[Na+] (sodium borohydride). Reaction SMILES: [CH2:1]([O:5][CH2:6][CH2:7][O:8][C:9]1[CH:14]=[CH:13][C:12]([C:15]2[CH:16]=[CH:17][C:18]3[N:24](C(=O)C(F)(F)F)[CH2:23][CH2:22][C:21]([C:31]([NH:33][C:34]4[CH:39]=[CH:38][C:37]([CH:40]([OH:48])[C:41]5[CH:46]=[CH:45][CH:44]=[CH:43][N+:42]=5[O-:47])=[C:36]([O:49][CH3:50])[CH:35]=4)=[O:32])=[CH:20][C:19]=3[CH:51]=2)=[CH:11][CH:10]=1)[CH2:2][CH2:3][CH3:4].[BH4-].[Na+]>C(O)C>[CH2:1]([O:5][CH2:6][CH2:7][O:8][C:9]1[CH:10]=[CH:11][C:12]([C:15]2[CH:16]=[CH:17][C:18]3[NH:24][CH2:23][CH2:22][C:21]([C:31]([NH:33][C:34]4[CH:39]=[CH:38][C:37]([CH:40]([OH:48])[C:41]5[CH:46]=[CH:45][CH:44]=[CH:43][N+:42]=5[O-:47])=[C:36]([O:49][CH3:50])[CH:35]=4)=[O:32])=[CH:20][C:19]=3[CH:51]=2)=[CH:13][CH:14]=1)[CH2:2][CH2:3][CH3:4] |f:1.2|. Procedure details: 7-[4-(2-butoxyethoxy)phenyl]-N-[4-[hydroxy(1-oxidopyridin-2-yl)methyl]-3-methoxyphenyl]-1-trifluoroacetyl-2,3-dihydro-1H-1-benzazepine-4-carboxamide (0.4 g) was dissolved in ethanol (300 ml), and to the solution, sodium borohydride (0.11 g) was added under ice-cooling and the mixture was stirred overnight at room temperature. The solvent was distilled off, and to the residue was added water, and the mixture was extracted with ethyl acetate. The organic layer was washed with water and saturated b... Reaction conditions: time 8 hour. The product is C(CCC)OCCOC1=CC=C(C=C1)C=1C=CC2=C(C=C(CCN2)C(=O)NC2=CC(=C(C=C2)C(C2=[N+](C=CC=C2)[O-])O)OC)C1 (7-[4-(2-butoxyethoxy)phenyl]-N-[4-[hydroxy(1-oxidopyridin-2-yl)methyl]-3-methoxyphenyl]-2,3-dihydro-1H-1-benzazepine-4-carboxamide). Run in C(C)O (ethanol). The yield is 101.3%.